Task: describe an organic reaction: reactants, conditions, products, and yield. Dataset: the Open Reaction Database (ORD), a public repository of structured organic reaction records The reactants are CC1(CC(C2=CC=C(C=C12)OS(=O)(=O)C(F)(F)F)=O)C (trifluoro-methanesulfonic acid 3,3-dimethyl-1-oxo-indan-5-yl ester), FC(C=1C=C(C=CC1)B(O)O)(F)F (3-trifluoromethylphenyl boronic acid). Yields the product CC1(CC(C2=CC=C(C=C12)C1=CC(=CC=C1)C(F)(F)F)=O)C (3,3-dimethyl-5-[3-(trifluoromethyl)phenyl]indan-1-one). Reaction SMILES: [CH3:1][C:2]1([CH3:20])[C:10]2[C:5](=[CH:6][CH:7]=[C:8](OS(C(F)(F)F)(=O)=O)[CH:9]=2)[C:4](=[O:19])[CH2:3]1.[F:21][C:22]([F:33])([F:32])[C:23]1[CH:24]=[C:25](B(O)O)[CH:26]=[CH:27][CH:28]=1>>[CH3:20][C:2]1([CH3:1])[C:10]2[C:5](=[CH:6][CH:7]=[C:8]([C:27]3[CH:26]=[CH:25][CH:24]=[C:23]([C:22]([F:33])([F:32])[F:21])[CH:28]=3)[CH:9]=2)[C:4](=[O:19])[CH2:3]1. Procedure: The title compound was prepared from trifluoro-methanesulfonic acid 3,3-dimethyl-1-oxo-indan-5-yl ester and 3-trifluoromethylphenyl boronic acid according to the procedure described in example 21. MS m/z 305; HRMS: calcd for C18H15F3O+H+, 305.11478; found (ESI, [M+H]+), 305.1142. Reactants: ClC1=CC=C(C=C1)S[C@H]1[C@@H](COC2=C(C=CC(=C12)F)F)C=O (Trans-4-(4-chloro-phenylsulfanyl)-5,8-difluoro-chroman-3-carbaldehyde), C(O)CN (ethanolamine), [BH4-].[Na+] (Sodium borohydride), CO (MeOH). The solvent is C(C)(=O)OCC (Ethyl acetate), O (water), C1CCOC1 (THF). Run at time 8 hour. Yields the product ClC1=CC=C(C=C1)SC1C(COC2=C(C=CC(=C12)F)F)CNCCO (2-{[4-(4-Chloro-phenylsulfanyl)-5,8-difluoro-chroman-3-ylmethyl]-amino}-ethanol). RXN SMILES: [Cl:1][C:2]1[CH:7]=[CH:6][C:5]([S:8][C@@H:9]2[C:18]3[C:13](=[C:14]([F:20])[CH:15]=[CH:16][C:17]=3[F:19])[O:12][CH2:11][C@H:10]2[CH:21]=O)=[CH:4][CH:3]=1.[CH2:23]([CH2:25][NH2:26])[OH:24].[BH4-].[Na+].CO>C1COCC1.C(OCC)(=O)C.O>[Cl:1][C:2]1[CH:3]=[CH:4][C:5]([S:8][CH:9]2[C:18]3[C:13](=[C:14]([F:20])[CH:15]=[CH:16][C:17]=3[F:19])[O:12][CH2:11][CH:10]2[CH2:21][NH:26][CH2:25][CH2:23][OH:24])=[CH:6][CH:7]=1 |f:2.3|. Reported procedure: Trans-4-(4-chloro-phenylsulfanyl)-5,8-difluoro-chroman-3-carbaldehyde (2.2 g, 5.9 mmole) and ethanolamine (1.1 g, 18 mmole) were dissolved in 20 ml THF. The reaction was stirred at room temperature overnight. 2 g Sodium borohydride and 10 ml MeOH were added and the reaction was stirred for three hours. 100 ml water and 100 ml EtOAc were added. The organic layer washed with water, dried over sodium sulfate and concentrated. The product was purified by column chromatography (EtOAc/hexane from 25/7... Starting materials: C(C)C1=C(C=C(C(=N1)OC)NC(OC1=CC=CC=C1)=O)C (Phenyl N-(6-ethyl-2-methoxy-5-methylpyridin-3-yl)carbamate), OC=1C=C(C=CC1)N1CCNCC1 (1-(3-hydroxyphenyl)piperazine). Yields the product C(C)C1=C(C=C(C(=N1)OC)NC(=O)N1CCN(CC1)C1=CC(=CC=C1)O)C (1-[(6-Ethyl-2-methoxy-5-methylpyridin-3-yl)aminocarbonyl]-4-(3-hydroxyphenyl)piperazine). Yield: 56.0%. As a reaction SMILES: [CH2:1]([C:3]1[N:8]=[C:7]([O:9][CH3:10])[C:6]([NH:11][C:12](=[O:20])OC2C=CC=CC=2)=[CH:5][C:4]=1[CH3:21])[CH3:2].[OH:22][C:23]1[CH:24]=[C:25]([N:29]2[CH2:34][CH2:33][NH:32][CH2:31][CH2:30]2)[CH:26]=[CH:27][CH:28]=1>>[CH2:1]([C:3]1[N:8]=[C:7]([O:9][CH3:10])[C:6]([NH:11][C:12]([N:32]2[CH2:31][CH2:30][N:29]([C:25]3[CH:26]=[CH:27][CH:28]=[C:23]([OH:22])[CH:24]=3)[CH2:34][CH2:33]2)=[O:20])=[CH:5][C:4]=1[CH3:21])[CH3:2]. Reported procedure: Phenyl N-(6-ethyl-2-methoxy-5-methylpyridin-3-yl)carbamate and 1-(3-hydroxyphenyl)piperazine were reacted by the same way with the example 1 to obtain the titled compound. Reagents/catalysts: [Pd].C1(=CC=CC=C1)P(C1=CC=CC=C1)C1=CC=CC=C1.C1(=CC=CC=C1)P(C1=CC=CC=C1)C1=CC=CC=C1.C1(=CC=CC=C1)P(C1=CC=CC=C1)C1=CC=CC=C1.C1(=CC=CC=C1)P(C1=CC=CC=C1)C1=CC=CC=C1 (tetrakis(triphenylphosphine) palladium (0)). Run in COCCOC (DME), O (water). Procedure details: To a stirred, degassed mixture of 2-bromo-6-methylpyridine (3 g, 17 mmol), sodium carbonate (10.8 g, 100 mmol) and 4-carboxybenzeneboronic acid (2.3 g, 14 mmol) in DME (150 ml) and water (150 ml) under an argon atmosphere was added tetrakis(triphenylphosphine) palladium (0) (350 mg) and the mixture heated to reflux for 18 h. On cooling, ˜50% of the solvent was removed in vacuo and the residual aqueous solution was washed with EtOAc, then acidified to pH1 with concentrated HCl and washed with fur... Yield: 77.0%. Yields the product CC1=CC=CC(=N1)C1=CC=C(C(=O)O)C=C1 (4-(6-Methyl-2-pyridyl)benzoic acid). Reaction SMILES: Br[C:2]1[CH:7]=[CH:6][CH:5]=[C:4]([CH3:8])[N:3]=1.C(=O)([O-])[O-].[Na+].[Na+].[C:15]([C:18]1[CH:23]=[CH:22][C:21](B(O)O)=[CH:20][CH:19]=1)([OH:17])=[O:16]>COCCOC.O.[Pd].C1(P(C2C=CC=CC=2)C2C=CC=CC=2)C=CC=CC=1.C1(P(C2C=CC=CC=2)C2C=CC=CC=2)C=CC=CC=1.C1(P(C2C=CC=CC=2)C2C=CC=CC=2)C=CC=CC=1.C1(P(C2C=CC=CC=2)C2C=CC=CC=2)C=CC=CC=1>[CH3:8][C:4]1[N:3]=[C:2]([C:21]2[CH:22]=[CH:23][C:18]([C:15]([OH:17])=[O:16])=[CH:19][CH:20]=2)[CH:7]=[CH:6][CH:5]=1 |f:1.2.3,7.8.9.10.11|. Reactants: BrC1=NC(=CC=C1)C (2-bromo-6-methylpyridine), C([O-])([O-])=O.[Na+].[Na+] (sodium carbonate), C(=O)(O)C1=CC=C(C=C1)B(O)O (4-carboxybenzeneboronic acid). Reactants: C1(=CC=C(C=C1)S(=O)(=O)O)C.C(CCCCCCCCCCCCCCC)OC([C@@H](N)C)=O (L-alanine cetyl ester p-toluenesulfonate), [OH-].[Na+] (NaOH), L-alanine alkyl ester p-toluenesulfonate, C(CCCCCCCCCCCCCCC)O (cetyl alcohol). Solvent: C1=CC=CC=C1 (benzene), C1=CC=CC=C1 (benzene). The product is C1(=CC=C(C=C1)S(=O)(=O)O)C.C(CCCCCCCCCCCCCCC)OC([C@@H](N)C)=O (L-Alanine cetyl ester p-toluenesulfonate), C(CCCCCCCCCCCCCCC)OC([C@@H](N)C)=O (L-alanine cetyl ester). Yield: 94.8%. As a reaction SMILES: C(O)CCCCCCCCCCCCCCC.[C:18]1([CH3:28])[CH:23]=[CH:22][C:21]([S:24]([OH:27])(=[O:26])=[O:25])=[CH:20][CH:19]=1.[CH2:29]([O:45][C:46](=[O:50])[C@H:47]([CH3:49])[NH2:48])[CH2:30][CH2:31][CH2:32][CH2:33][CH2:34][CH2:35][CH2:36][CH2:37][CH2:38][CH2:39][CH2:40][CH2:41][CH2:42][CH2:43][CH3:44].[OH-].[Na+]>C1C=CC=CC=1>[C:18]1([CH3:28])[CH:19]=[CH:20][C:21]([S:24]([OH:27])(=[O:25])=[O:26])=[CH:22][CH:23]=1.[CH2:29]([O:45][C:46](=[O:50])[C@H:47]([CH3:49])[NH2:48])[CH2:30][CH2:31][CH2:32][CH2:33][CH2:34][CH2:35][CH2:36][CH2:37][CH2:38][CH2:39][CH2:40][CH2:41][CH2:42][CH2:43][CH3:44].[CH2:29]([O:45][C:46](=[O:50])[C@H:47]([CH3:49])[NH2:48])[CH2:30][CH2:31][CH2:32][CH2:33][CH2:34][CH2:35][CH2:36][CH2:37][CH2:38][CH2:39][CH2:40][CH2:41][CH2:42][CH2:43][CH3:44] |f:1.2,3.4,6.7|. Procedure details: L-Alanine cetyl ester p-toluenesulfonate was synthesized in the same manner as described in Example 18 for the synthesis of an L-alanine alkyl ester p-toluenesulfonate, except that 13.3 g (0.055 mole) of cetyl alcohol was used in place of myristyl alcohol. The resulting L-alanine cetyl ester p-toluenesulfonate was dissolved again in 200 ml of benzene, and this solution was treated three times with 300-ml portions of 0.1N NaOH. Thereafter, the benzene layer was isolated and washed thoroughly with... Reactants: IC=1C=C2C(CC(OC2=CC1)(C)C)CNS(=O)(=O)CC (ethanesulfonic acid (6-iodo-2,2-dimethylchroman-4-yl)methylamide), S1C(=CC=C1)B(O)O (thiopheneboronic acid). Reagents/catalysts: C1(=CC=CC=C1)P(C1=CC=CC=C1)C1=CC=CC=C1.C1(=CC=CC=C1)P(C1=CC=CC=C1)C1=CC=CC=C1.C1(=CC=CC=C1)P(C1=CC=CC=C1)C1=CC=CC=C1.C1(=CC=CC=C1)P(C1=CC=CC=C1)C1=CC=CC=C1.[Pd] (palladium tetrakis(triphenylphosphine)). Solvent: C1(=CC=CC=C1)C (toluene), C(C)O (ethanol), C([O-])([O-])=O.[Cs+].[Cs+] (cesium carbonate). Reaction conditions: temperature 80 celsius, time 8 hour. The product is CC1(OC2=CC=C(C=C2C(C1)CNS(=O)(=O)CC)C=1SC=CC1)C (ethanesulfonic acid (2,2-dimethyl-6-thiophen-2-yl-chroman-4-yl)methylamide). The yield is 71.1%. Reaction SMILES: I[C:2]1[CH:3]=[C:4]2[C:9](=[CH:10][CH:11]=1)[O:8][C:7]([CH3:13])([CH3:12])[CH2:6][CH:5]2[CH2:14][NH:15][S:16]([CH2:19][CH3:20])(=[O:18])=[O:17].[S:21]1[CH:25]=[CH:24][CH:23]=[C:22]1B(O)O>C1(C)C=CC=CC=1.C(O)C.C(=O)([O-])[O-].[Cs+].[Cs+].C1(P(C2C=CC=CC=2)C2C=CC=CC=2)C=CC=CC=1.C1(P(C2C=CC=CC=2)C2C=CC=CC=2)C=CC=CC=1.C1(P(C2C=CC=CC=2)C2C=CC=CC=2)C=CC=CC=1.C1(P(C2C=CC=CC=2)C2C=CC=CC=2)C=CC=CC=1.[Pd]>[CH3:12][C:7]1([CH3:13])[CH2:6][CH:5]([CH2:14][NH:15][S:16]([CH2:19][CH3:20])(=[O:18])=[O:17])[C:4]2[C:9](=[CH:10][CH:11]=[C:2]([C:22]3[S:21][CH:25]=[CH:24][CH:23]=3)[CH:3]=2)[O:8]1 |f:4.5.6,7.8.9.10.11|. Reported procedure: 410 mg (1 mmol) of ethanesulfonic acid (6-iodo-2,2-dimethylchroman-4-yl)methylamide were dissolved in 5 ml of toluene and 130 mg (1 mmol) of thiopheneboronic acid, 40 mg of palladium tetrakis(triphenylphosphine) in 5 ml of ethanol and 1.1 ml of 2-molar cesium carbonate solution were added. The mixture was stirred overnight at 80° C. After removing the solvent, the residue was taken up in methylene chloride and washed with water. After drying and removing the solvent, the residue obtained was pur... The reactants are CN(C)CC(O)COc1ccc(Nc2ncc(N)c(Nc3ccccc3)n2)cc1, CN(C)C=O, O=C(O)c1ccccc1. Yields the product CN(C)CC(O)COc1ccc(Nc2ncc(NC(=O)c3ccccc3)c(Nc3ccccc3)n2)cc1. RXN SMILES: [NH2:1][c:2]1[c:3]([NH:23][c:24]2[cH:25][cH:26][cH:27][cH:28][cH:29]2)[n:4][c:5]([NH:8][c:9]2[cH:10][cH:11][c:12]([O:15][CH2:16][CH:17]([CH2:18][N:19]([CH3:20])[CH3:21])[OH:22])[cH:13][cH:14]2)[n:6][cH:7]1.[O:39]=[CH:40][N:41]([CH3:42])[CH3:43].[OH:30][C:31](=[O:32])[c:33]1[cH:34][cH:35][cH:36][cH:37][cH:38]1>>[NH:1]([c:2]1[c:3]([NH:23][c:24]2[cH:25][cH:26][cH:27][cH:28][cH:29]2)[n:4][c:5]([NH:8][c:9]2[cH:10][cH:11][c:12]([O:15][CH2:16][CH:17]([CH2:18][N:19]([CH3:20])[CH3:21])[OH:22])[cH:13][cH:14]2)[n:6][cH:7]1)[C:31](=[O:30])[c:33]1[cH:34][cH:35][cH:36][cH:37][cH:38]1. Reactants: CC#N, N#Cc1c(F)ccc(F)c1F, [NH4+], [OH-]. Yields the product N#Cc1c(F)ccc(F)c1N. As a reaction SMILES: [CH3:14][C:15]#[N:16].[F:1][c:2]1[c:3]([C:4]#[N:5])[c:6]([F:11])[cH:7][cH:8][c:9]1[F:10].[NH4+:12].[OH-:13]>>[c:2]1([NH2:12])[c:3]([C:4]#[N:5])[c:6]([F:11])[cH:7][cH:8][c:9]1[F:10]. The reactants are C[Si](C)(C)c1cccc2c1S(=O)c1c(cccc1[Si](C)(C)C)S2, CC(=O)Cl, CC(C)=O. Product: C[Si](C)(C)c1cccc2c1Sc1c(cccc1[Si](C)(C)C)S2. RXN SMILES: [CH3:1][Si:2]([c:3]1[cH:4][cH:5][cH:6][c:7]2[c:16]1[S:15](=[O:17])[c:14]1[c:9]([cH:10][cH:11][cH:12][c:13]1[Si:18]([CH3:19])([CH3:20])[CH3:21])[S:8]2)([CH3:22])[CH3:23].[CH3:24][C:25](=[O:26])[Cl:27].[CH3:28][C:29](=[O:30])[CH3:31]>>[CH3:1][Si:2]([c:3]1[cH:4][cH:5][cH:6][c:7]2[c:16]1[S:15][c:14]1[c:9]([cH:10][cH:11][cH:12][c:13]1[Si:18]([CH3:19])([CH3:20])[CH3:21])[S:8]2)([CH3:22])[CH3:23]. The reactants are CC(=CC1=CC=C(C=C1)C(C(=O)O)C)C (2-(4-dimethylvinylphenyl)propionic acid), [OH-].[Na+] (sodium hydroxide). Yields the product CC(=CC1=CC=C(C=C1)C(C(=O)[O-])C)C.[Na+] (Sodium 2-(4-Dimethylvinylphenyl)Propionate). As a reaction SMILES: [CH3:1][C:2]([CH3:15])=[CH:3][C:4]1[CH:9]=[CH:8][C:7]([CH:10]([CH3:14])[C:11]([OH:13])=[O:12])=[CH:6][CH:5]=1.[OH-].[Na+:17]>>[CH3:1][C:2]([CH3:15])=[CH:3][C:4]1[CH:9]=[CH:8][C:7]([CH:10]([CH3:14])[C:11]([O-:13])=[O:12])=[CH:6][CH:5]=1.[Na+:17] |f:1.2,3.4|. Procedure details: Stoichiometric amounts of 2-(4-dimethylvinylphenyl)propionic acid and 1 N aqueous sodium hydroxide were stirred at room temperature for 30 minutes. The mixture was washed with 2×50 ml portions of ether and the aqueous solution evaporated to dryness to give the title compound as a white solid, m.p. 166°-168°. I.R. C=O stretch 1550-1560 cm-1.